Task: describe an organic reaction: reactants, conditions, products, and yield. Dataset: the Open Reaction Database (ORD), a public repository of structured organic reaction records Reactants: Cl, CC(=O)c1cnc2nnn(Cc3cc4cccnc4cc3F)c2n1, CC(C)(CO)ON. Yields the product CC(=NOC(C)(C)CO)c1cnc2nnn(Cc3cc4cccnc4cc3F)c2n1. Reaction SMILES: [ClH:25].[F:1][c:2]1[c:3]([CH2:12][n:13]2[n:14][n:15][c:16]3[n:17][cH:18][c:19]([C:22]([CH3:23])=[O:24])[n:20][c:21]23)[cH:4][c:5]2[cH:6][cH:7][cH:8][n:9][c:10]2[cH:11]1.[NH2:26][O:27][C:28]([CH2:29][OH:30])([CH3:31])[CH3:32]>>[F:1][c:2]1[c:3]([CH2:12][n:13]2[n:14][n:15][c:16]3[n:17][cH:18][c:19]([C:22]([CH3:23])=[N:26][O:27][C:28]([CH2:29][OH:30])([CH3:31])[CH3:32])[n:20][c:21]23)[cH:4][c:5]2[cH:6][cH:7][cH:8][n:9][c:10]2[cH:11]1. The reactants are CC(=O)CC(C)=O, COCCOC, CC(Nc1ccc(C(=O)Cl)cc1)C1CCCC1, Cl, [H-], [Na+]. The product is CC(=O)C(C(C)=O)C(=O)c1ccc(NC(C)C2CCCC2)cc1. Reaction SMILES: [CH3:1][C:2]([CH2:3][C:4]([CH3:5])=[O:6])=[O:7].[CH3:28][O:29][CH2:30][CH2:31][O:32][CH3:33].[CH:11]1([CH:16]([CH3:17])[NH:18][c:19]2[cH:20][cH:21][c:22]([C:23](=[O:24])[Cl:25])[cH:26][cH:27]2)[CH2:12][CH2:13][CH2:14][CH2:15]1.[ClH:10].[H-:8].[Na+:9]>>[CH3:1][C:2]([CH:3]([C:4]([CH3:5])=[O:6])[C:23]([c:22]1[cH:21][cH:20][c:19]([NH:18][CH:16]([CH:11]2[CH2:12][CH2:13][CH2:14][CH2:15]2)[CH3:17])[cH:27][cH:26]1)=[O:24])=[O:7]. Reactants: FC(S(=O)(=O)OC=1C(=CC(=C2C=CC=NC12)Cl)C(=O)N(C)OC)(F)F (5-chloro-7-{[methoxy(methyl)amino]carbonyl}quinolin-8-yl trifluoromethanesulfonate), OC1CCNCC1 (4-hydroxypiperidine), C([O-])([O-])=O.[Cs+].[Cs+] (cesium carbonate). The reagents and catalysts are C(C)(=O)[O-].[Pd+2].C(C)(=O)[O-] (palladium acetate), C1=CC=C(C=C1)P(C2=CC=CC=C2)C3=C(C4=CC=CC=C4C=C3)C5=C(C=CC6=CC=CC=C65)P(C7=CC=CC=C7)C8=CC=CC=C8 ((S)-(−)-2,2′-bis(diphenylphosphino)-1,1′-binaphthyl). The solvent is O1CCCC1 (tetrahydrofuran), ClCCl (dichloromethane). Reaction conditions: temperature 65 celsius. Yields the product ClC1=C2C=CC=NC2=C(C(=C1)C(=O)N(C)OC)N1CCC(CC1)O (5-Chloro-8-(4-hydroxypiperidin-1-yl)-N-methoxy-N-methylquinoline-7-carboxamide). Isolated yield 58.9%. RXN SMILES: FC(F)(F)S(O[C:7]1[C:8]([C:18]([N:20]([O:22][CH3:23])[CH3:21])=[O:19])=[CH:9][C:10]([Cl:17])=[C:11]2[C:16]=1[N:15]=[CH:14][CH:13]=[CH:12]2)(=O)=O.[OH:26][CH:27]1[CH2:32][CH2:31][NH:30][CH2:29][CH2:28]1.C(=O)([O-])[O-].[Cs+].[Cs+]>O1CCCC1.ClCCl.C([O-])(=O)C.[Pd+2].C([O-])(=O)C.C1C=CC(P(C2C=CC3C(=CC=CC=3)C=2C2C3C(=CC=CC=3)C=CC=2P(C2C=CC=CC=2)C2C=CC=CC=2)C2C=CC=CC=2)=CC=1>[Cl:17][C:10]1[CH:9]=[C:8]([C:18]([N:20]([O:22][CH3:23])[CH3:21])=[O:19])[C:7]([N:30]2[CH2:31][CH2:32][CH:27]([OH:26])[CH2:28][CH2:29]2)=[C:16]2[C:11]=1[CH:12]=[CH:13][CH:14]=[N:15]2 |f:2.3.4,7.8.9|. Procedure: A stirred mixture of 5-chloro-7-{[methoxy(methyl)amino]carbonyl}quinolin-8-yl trifluoromethanesulfonate (0.120 g, 0.301 mmol), 4-hydroxypiperidine (0.0366 g, 0.362 mmol), palladium acetate (1 mg, 0.006 mmol), (S)-(−)-2,2′-bis(diphenylphosphino)-1,1′-binaphthyl (6 mg, 0.009 mmol), and cesium carbonate (0.14 g, 0.42 mmol) in tetrahydrofuran (6 mL) was heated at 65° C. overnight. The mixture was cooled, diluted with dichloromethane and then filtered. The filtrate was washed with brine, dried over s... Reactants: C[Al](C)C, CC(N)c1ccccc1, ClCCl, [F-], FC1(F)CCCC2OC21, [Na+]. The product is CC(NC1CCCC(F)(F)C1O)c1ccccc1. As a reaction SMILES: [CH3:10][Al:11]([CH3:12])[CH3:13].[CH3:1][CH:2]([NH2:3])[c:4]1[cH:5][cH:6][cH:7][cH:8][cH:9]1.[Cl:25][CH2:26][Cl:27].[F-:23].[F:14][C:15]1([F:22])[CH:16]2[O:17][CH:18]2[CH2:19][CH2:20][CH2:21]1.[Na+:24]>>[CH3:1][CH:2]([NH:3][CH:18]1[CH:16]([OH:17])[C:15]([F:14])([F:22])[CH2:21][CH2:20][CH2:19]1)[c:4]1[cH:5][cH:6][cH:7][cH:8][cH:9]1. The reactants are BrC=1C=C(C=O)C=CC1OC (3-bromo-4-methoxybenzaldehyde), S(=O)(=O)(C1=CC=C(C)C=C1)C[N+]#[C-] (tosylmethyl isocyanide), C(=O)([O-])[O-].[K+].[K+] (K2CO3). Run in CO (methanol). Reaction conditions: time 5 minute. The product is BrC=1C=C(C=CC1OC)C1=CN=CO1 (5-(3-bromo-4-methoxyphenyl)oxazole). Yield: 80.4%. As a reaction SMILES: [Br:1][C:2]1[CH:3]=[C:4]([CH:7]=[CH:8][C:9]=1[O:10][CH3:11])[CH:5]=[O:6].S([CH2:22][N+:23]#[C-:24])(C1C=CC(C)=CC=1)(=O)=O.C([O-])([O-])=O.[K+].[K+]>CO>[Br:1][C:2]1[CH:3]=[C:4]([C:5]2[O:6][CH:24]=[N:23][CH:22]=2)[CH:7]=[CH:8][C:9]=1[O:10][CH3:11] |f:2.3.4|. Procedure: The mixed solution of 3-bromo-4-methoxybenzaldehyde (200 mg, 0.93 mmol) in methanol (4 mL) was added tosylmethyl isocyanide (200 mg, 1.02 mmol) and K2CO3 (260 mg, 1.88 mmol). The reaction was stirred at room temperature for 5 min before heated to 80° C. in the sealed tube. After 30 min, the solution was cooled to room temperature and concentrated. Column chromatography afforded 5-(3-bromo-4-methoxyphenyl)oxazole (o) (190 mg, 80%). Following the procedures analogous to the Suzuki and amide coupli... Reactants: CCc1cccn2c(-c3nc(NC(C)c4ccc(C(O)C5CCN(C(=O)OCc6ccccc6)CC5)cc4)ncc3C#N)cnc12, CCO, [OH-], [OH-], [Pd+2]. Product: CCc1cccn2c(-c3nc(NC(C)c4ccc(C(O)C5CCNCC5)cc4)ncc3C#N)cnc12. Reaction SMILES: [CH2:1]([O:2][C:3](=[O:4])[N:11]1[CH2:12][CH2:13][CH:14]([CH:17]([OH:18])[c:19]2[cH:20][cH:21][c:22]([CH:25]([CH3:26])[NH:27][c:28]3[n:29][cH:30][c:31]([C:45]#[N:46])[c:32](-[c:34]4[cH:35][n:36][c:37]5[n:38]4[cH:39][cH:40][cH:41][c:42]5[CH2:43][CH3:44])[n:33]3)[cH:23][cH:24]2)[CH2:15][CH2:16]1)[c:5]1[cH:6][cH:7][cH:8][cH:9][cH:10]1.[CH3:47][CH2:48][OH:49].[OH-:50].[OH-:52].[Pd+2:51]>>[NH:11]1[CH2:12][CH2:13][CH:14]([CH:17]([OH:18])[c:19]2[cH:20][cH:21][c:22]([CH:25]([CH3:26])[NH:27][c:28]3[n:29][cH:30][c:31]([C:45]#[N:46])[c:32](-[c:34]4[cH:35][n:36][c:37]5[n:38]4[cH:39][cH:40][cH:41][c:42]5[CH2:43][CH3:44])[n:33]3)[cH:23][cH:24]2)[CH2:15][CH2:16]1. Reactants: OC1=CC=C(C=C)C=C1 (p-hydroxystyrene), C=CC1=CC=CC=C1 (styrene). Product: C#CC1=CC=C(C=C1)O (Poly(p-hydroxystyrene)). Reaction SMILES: [OH:1][C:2]1[CH:9]=[CH:8][C:5]([CH:6]=[CH2:7])=[CH:4][CH:3]=1.C=CC1C=CC=CC=1>>[CH:7]#[C:6][C:5]1[CH:8]=[CH:9][C:2]([OH:1])=[CH:3][CH:4]=1. Procedure details: (C-2) Copolymer of p-hydroxystyrene and styrene (copolymerization molar ratio=8:2, Mw=4,000)